This data is from the Open Reaction Database (ORD), a public repository of structured organic reaction records. The task is: describe an organic reaction: reactants, conditions, products, and yield The reactants are C(C)(=O)C=1C(NC(N(C1C)C1=CC(=CC=C1)C(F)(F)F)=S)C1=CC=C(C#N)C=C1 (4-{5-Acetyl-6-methyl-2-thioxo-1-[3-(trifiuoromethyl)phenyl]-1,2,3,4-tetrahydro-4-pyrimidinyl}benzonitrile), [BH4-].[Na+] (sodium borohydride). Solvent: CO (methanol). Run at time 1 hour. Yields the product OC(C)C=1C(NC(N(C1C)C1=CC(=CC=C1)C(F)(F)F)=S)C1=CC=C(C#N)C=C1 (4-{5-(1-Hydroxyethyl)-6-methyl-2-thioxo-1-[3-(trifluoromethyl)phenyl]-1,2,3,4-tetrahydro-4-pyrimidinyl}benzonitrile). Reaction SMILES: [C:1]([C:4]1[CH:5]([C:22]2[CH:29]=[CH:28][C:25]([C:26]#[N:27])=[CH:24][CH:23]=2)[NH:6][C:7](=[S:21])[N:8]([C:11]2[CH:16]=[CH:15][CH:14]=[C:13]([C:17]([F:20])([F:19])[F:18])[CH:12]=2)[C:9]=1[CH3:10])(=[O:3])[CH3:2].[BH4-].[Na+]>CO>[OH:3][CH:1]([C:4]1[CH:5]([C:22]2[CH:23]=[CH:24][C:25]([C:26]#[N:27])=[CH:28][CH:29]=2)[NH:6][C:7](=[S:21])[N:8]([C:11]2[CH:16]=[CH:15][CH:14]=[C:13]([C:17]([F:20])([F:18])[F:19])[CH:12]=2)[C:9]=1[CH3:10])[CH3:2] |f:1.2|. Reported procedure: 4-{5-Acetyl-6-methyl-2-thioxo-1-[3-(trifluoromethyl)phenyl]-1,2,3,4-tetrahydro-4-pyrimidinyl}benzonitrile (Example 1; 100 mg, 0.24 mmol) is dissolved in 3 ml methanol, and sodium borohydride (10 mg, 0.26 mmol) is added. After stirring at room temperature for 1 h, the crude mixture is purified via preparative HPLC (RP18-column; eluent: acetonitrile-water, gradient 10:90 to 90:10) to give the product as a 1.6:1-mixture of the two diastereomers. Reactants: Cuprous iodide, IC1=CC=C(N(CCCC)CCCC)C=C1 (4-iodo-N,N-dibutylaniline), C[Si](C)(C)C#C (trimethylsilylacetylene). The reagents and catalysts are Cl[Pd]([P](C1=CC=CC=C1)(C2=CC=CC=C2)C3=CC=CC=C3)([P](C4=CC=CC=C4)(C5=CC=CC=C5)C6=CC=CC=C6)Cl (Pd(PPh3)2Cl2). The solvent is C1=CC=CC=C1 (benzene), CCN(CC)CC (Et3N). Conditions: time 16 hour. Product: C[Si](C)(C)C#CC1=CC=C(N(CCCC)CCCC)C=C1 (4-Trimethysilylethynyl-N,N-dibutylaniline). Yield: 82.2%. As a reaction SMILES: I[C:2]1[CH:16]=[CH:15][C:5]([N:6]([CH2:11][CH2:12][CH2:13][CH3:14])[CH2:7][CH2:8][CH2:9][CH3:10])=[CH:4][CH:3]=1.[CH3:17][Si:18]([C:21]#[CH:22])([CH3:20])[CH3:19]>CCN(CC)CC.C1C=CC=CC=1.Cl[Pd](Cl)([P](C1C=CC=CC=1)(C1C=CC=CC=1)C1C=CC=CC=1)[P](C1C=CC=CC=1)(C1C=CC=CC=1)C1C=CC=CC=1>[CH3:17][Si:18]([C:21]#[C:22][C:2]1[CH:16]=[CH:15][C:5]([N:6]([CH2:11][CH2:12][CH2:13][CH3:14])[CH2:7][CH2:8][CH2:9][CH3:10])=[CH:4][CH:3]=1)([CH3:20])[CH3:19] |^1:38,57|. Reported procedure: Cuprous iodide (23 mg, 1 mol %) was added to 4-iodo-N,N-dibutylaniline (4 g, 12.1 mmol), trimethylsilylacetylene (2.37 g, 24.2 mmol) and Pd(PPh3)2Cl2 (84 mg, 1 mol %) in dry Et3N (40 mL) under nitrogen. The resulting solution was stirred at room temperature for 16 h, diluted with benzene (50 mL), filtered and the solvent removed under reduced pressure. The residue was chromatographed on alumina using benzene as eluent. The solvent was removed under reduced pressure to give the title compound (3.... The reactants are C(C)(=O)OC(C)=O (acetic anhydride), NC1=CC=NN1C1=C(C(=C(C(=C1F)F)C(F)(F)F)F)F (5-amino-1-(2,3,5,6-tetrafluoro-4-trifluoromethyl-phenyl)-pyrazole), O (water). Run in C(C)(=O)O (acetic acid). Conditions: time 16 hour. Yields the product C(C)(=O)NC1=CC=NN1C1=C(C(=C(C(=C1F)F)C(F)(F)F)F)F (5-acetamido-1-(2,3,5,6-tetrafluoro-4-trifluoromethyl-phenyl)-pyrazole). The yield is 87.6%. As a reaction SMILES: C(O[C:5](=[O:7])[CH3:6])(=O)C.[NH2:8][C:9]1[N:13]([C:14]2[C:19]([F:20])=[C:18]([F:21])[C:17]([C:22]([F:25])([F:24])[F:23])=[C:16]([F:26])[C:15]=2[F:27])[N:12]=[CH:11][CH:10]=1.O>C(O)(=O)C>[C:5]([NH:8][C:9]1[N:13]([C:14]2[C:19]([F:20])=[C:18]([F:21])[C:17]([C:22]([F:25])([F:24])[F:23])=[C:16]([F:26])[C:15]=2[F:27])[N:12]=[CH:11][CH:10]=1)(=[O:7])[CH3:6]. Procedure: 250 ml (0.26 mol) of acetic anhydride are added to 60 g (0.20 mol) of 5-amino-1-(2,3,5,6-tetrafluoro-4-trifluoromethyl-phenyl)-pyrazole in 170 ml glacial acetic acid, whereupon the reaction temperature rises from 20° C. to about 35° C. The mixture is stirred at room temperature for 16 hours and then poured onto 800 ml of water. The crystalline solid which has precipitated out is filtered off with suction, washed freely with water and acetic acid and dried in vacuo. 59.8 g (87.7% of theory) of 5-... The reactants are ClC1=CC2=C(N(C(=N2)CCl)C2CC(CC2)(F)F)C=C1 (5-chloro-2-chloromethyl-1-(3,3-difluoro-cyclopentyl)-1H-benzoimidazole), CS(=O)(=O)C1=NNC2=CC=CC=C12 (3-methanesulfonyl-1H-indazole), CS(=O)(=O)C1=NNC2=CN=CC=C21 (3-(methylsulfonyl)-1H-pyrazolo[3,4-c]pyridine). The product is ClC1=CC2=C(N(C(=N2)CN2N=C(C3=CC=CC=C23)S(=O)(=O)C)C2CC(CC2)(F)F)C=C1 (1-{[5-Chloro-1-(3,3-difluorocyclopentyl)-1H-benzimidazol-2-yl]methyl}-3-(methylsulfonyl)-1H-indazole). RXN SMILES: [Cl:1][C:2]1[CH:19]=[CH:18][C:5]2[N:6]([CH:11]3[CH2:15][CH2:14][C:13]([F:17])([F:16])[CH2:12]3)[C:7]([CH2:9]Cl)=[N:8][C:4]=2[CH:3]=1.[CH3:20][S:21]([C:24]1[C:32]2[C:27](=[CH:28][CH:29]=[CH:30][CH:31]=2)[NH:26][N:25]=1)(=[O:23])=[O:22].CS(C1C2C(=CN=CC=2)NN=1)(=O)=O>>[Cl:1][C:2]1[CH:19]=[CH:18][C:5]2[N:6]([CH:11]3[CH2:15][CH2:14][C:13]([F:17])([F:16])[CH2:12]3)[C:7]([CH2:9][N:26]3[C:27]4[C:32](=[CH:31][CH:30]=[CH:29][CH:28]=4)[C:24]([S:21]([CH3:20])(=[O:22])=[O:23])=[N:25]3)=[N:8][C:4]=2[CH:3]=1. Reported procedure: The title compound was prepared in analogy to Example 2-1 by using 5-chloro-2-chloromethyl-1-(3,3-difluoro-cyclopentyl)-1H-benzoimidazole and 3-methanesulfonyl-1H-indazole instead of 5-chloro-2-chloromethyl-1-((S)-1,1-dioxo-tetrahydro-1λ6-thiophen-3-yl)-1H-benzoimidazole and 3-(methylsulfonyl)-1H-pyrazolo[3,4-c]pyridine.